This data is from the Open Reaction Database (ORD), a public repository of structured organic reaction records. The task is: describe an organic reaction: reactants, conditions, products, and yield Reaction SMILES: [Br-:40].[CH2:1]([CH3:2])[O:3][C:4]([CH2:5][c:6]1[n:7][c:8](-[c:11]2[c:12]([OH:17])[cH:13][cH:14][cH:15][cH:16]2)[s:9][cH:10]1)=[O:18].[CH2:42]1[O:43][CH2:44][CH2:45][CH2:46]1.[Cl:30][CH2:31][C:32](=[O:33])[CH2:34][C:35]([O:36][CH2:37][CH3:38])=[O:39].[Li+:41].[OH:19][c:20]1[cH:21][cH:22][cH:23][c:24]([OH:25])[c:26]1[C:27](=[S:28])[NH2:29]>>[CH2:1]([CH3:2])[O:3][C:4]([CH2:5][c:6]1[n:7][c:8](-[c:11]2[c:12]([OH:17])[cH:13][cH:14][cH:15][c:16]2[OH:19])[s:9][cH:10]1)=[O:18]. Reactants: [Br-], CCOC(=O)Cc1csc(-c2ccccc2O)n1, C1CCOC1, CCOC(=O)CC(=O)CCl, [Li+], NC(=S)c1c(O)cccc1O. Yields the product CCOC(=O)Cc1csc(-c2c(O)cccc2O)n1.